From a dataset of the Open Reaction Database (ORD), a public repository of structured organic reaction records. describe an organic reaction: reactants, conditions, products, and yield Starting materials: NC=1SC2=C(N1)C=CC(=C2)OC=2C=C(C=CC2OC)NC(C2=CC(=CC=C2)C2(CC2)C#N)=O (N-{3-[(2-amino-1,3-benzothiazol-6-yl)oxy]-4-methoxyphenyl}-3-(1-cyanocyclopropyl)benzamide), C1(CC1)C(=O)Cl (cyclopropanecarbonyl chloride), O (water). Reagents/catalysts: CN(C1=CC=NC=C1)C (N,N-dimethylpyridine-4-amine). The solvent is N1=CC=CC=C1 (pyridine). Product: C(#N)C1(CC1)C=1C=C(C(=O)NC2=CC(=C(C=C2)OC)OC2=CC3=C(N=C(S3)NC(=O)C3CC3)C=C2)C=CC1 (3-(1-cyanocyclopropyl)-N-[3-({2-[(cyclopropylcarbonyl)amino]-1,3-benzothiazol-6-yl}oxy)-4-methoxyphenyl]benzamide). Isolated yield 55.3%. RXN SMILES: [NH2:1][C:2]1[S:3][C:4]2[CH:10]=[C:9]([O:11][C:12]3[CH:13]=[C:14]([NH:20][C:21](=[O:33])[C:22]4[CH:27]=[CH:26][CH:25]=[C:24]([C:28]5([C:31]#[N:32])[CH2:30][CH2:29]5)[CH:23]=4)[CH:15]=[CH:16][C:17]=3[O:18][CH3:19])[CH:8]=[CH:7][C:5]=2[N:6]=1.[CH:34]1([C:37](Cl)=[O:38])[CH2:36][CH2:35]1.O>CN(C)C1C=CN=CC=1.N1C=CC=CC=1>[C:31]([C:28]1([C:24]2[CH:23]=[C:22]([CH:27]=[CH:26][CH:25]=2)[C:21]([NH:20][C:14]2[CH:15]=[CH:16][C:17]([O:18][CH3:19])=[C:12]([O:11][C:9]3[CH:8]=[CH:7][C:5]4[N:6]=[C:2]([NH:1][C:37]([CH:34]5[CH2:36][CH2:35]5)=[O:38])[S:3][C:4]=4[CH:10]=3)[CH:13]=2)=[O:33])[CH2:30][CH2:29]1)#[N:32]. Procedure details: A solution of N-{3-[(2-amino-1,3-benzothiazol-6-yl)oxy]-4-methoxyphenyl}-3-(1-cyanocyclopropyl)benzamide (91 mg, 0.20 mmol), cyclopropanecarbonyl chloride (105 mg, 1.00 mmol) and N,N-dimethylpyridine-4-amine (122 mg, 1.00 mmol) in pyridine (2 mL) was stirred at room temperature for 18 hr. The reaction mixture was poured into water and the mixture was extracted with ethyl acetate. The organic layer was dried over anhydrous magnesium sulfate, and the solvent was evaporated under reduced pressure. ... The reactants are C(C)[BH-](CC)CC.[Li+] (Lithium triethylborohydride), solution, NC1=CC=C(C=C1)C=1C[C@@H]2N(C(C3=C(N(C2=O)COCC[Si](C)(C)C)C=C(C(=C3)OC)OCCCOC=3C(=CC2=C(N(C([C@H]4N(C2=O)C=C(C4)C4=CC=C(C=C4)O)=O)COCC[Si](C)(C)C)C3)OC)=O)C1 ((S)-2-(4-aminophenyl)-8-(3-(((S)-2-(4-hydroxyphenyl)-7-methoxy-5,11-dioxo-10-((2-(trimethylsilyl)ethoxy)methyl)-5,10,11,11a-tetrahydro-1H-benzo[e]pyrrolo[1,2-a][1,4]diazepin-8-yl)oxy)propoxy)-7-methoxy-10-((2-(trimethylsilyl)ethoxy)methyl)-1H-benzo[e]pyrrolo[1,2-a][1,4]diazepine-5,11(10H, 11aH)-dione). The solvent is C1CCOC1 (THF), O1CCCC1 (tetrahydrofuran), ClCCl (dichloromethane). Reaction conditions: temperature -78 celsius, time 2.5 hour. Yields the product NC1=CC=C(C=C1)C=1C[C@@H]2N(C(C3=C(N=C2)C=C(C(=C3)OC)OCCCOC=3C(=CC2=C(N=C[C@H]4N(C2=O)C=C(C4)C4=CC=C(C=C4)O)C3)OC)=O)C1 ((S)-2-(4-aminophenyl)-8-(3-(((S)-2-(4-hydroxyphenyl)-7-methoxy-5-oxo-5,11a-dihydro-1H-benzo[e]pyrrolo[1,2-a][1,4]diazepin-8-yl)oxy)propoxy)-7-methoxy-1H-benzo[e]pyrrolo[1,2-a][1,4]diazepin-5(11aH)-one). Yield: 40.0%. RXN SMILES: [NH2:1][C:2]1[CH:7]=[CH:6][C:5]([C:8]2[CH2:9][C@H:10]3[C:16](=O)[N:15](COCC[Si](C)(C)C)[C:14]4[CH:26]=[C:27]([O:32][CH2:33][CH2:34][CH2:35][O:36][C:37]5[C:38]([O:68][CH3:69])=[CH:39][C:40]6[C:46](=[O:47])[N:45]7[CH:48]=[C:49]([C:51]8[CH:56]=[CH:55][C:54]([OH:57])=[CH:53][CH:52]=8)[CH2:50][C@H:44]7[C:43](=O)[N:42](COCC[Si](C)(C)C)[C:41]=6[CH:67]=5)[C:28]([O:30][CH3:31])=[CH:29][C:13]=4[C:12](=[O:70])[N:11]3[CH:71]=2)=[CH:4][CH:3]=1.C([BH-](CC)CC)C.[Li+]>O1CCCC1.ClCCl>[NH2:1][C:2]1[CH:7]=[CH:6][C:5]([C:8]2[CH2:9][C@H:10]3[CH:16]=[N:15][C:14]4[CH:26]=[C:27]([O:32][CH2:33][CH2:34][CH2:35][O:36][C:37]5[C:38]([O:68][CH3:69])=[CH:39][C:40]6[C:46](=[O:47])[N:45]7[CH:48]=[C:49]([C:51]8[CH:52]=[CH:53][C:54]([OH:57])=[CH:55][CH:56]=8)[CH2:50][C@H:44]7[CH:43]=[N:42][C:41]=6[CH:67]=5)[C:28]([O:30][CH3:31])=[CH:29][C:13]=4[C:12](=[O:70])[N:11]3[CH:71]=2)=[CH:4][CH:3]=1 |f:1.2|. Procedure: A flame-dried flask was charged with SEM dilactam 13 (109 mg, 109 μmol, 1 eq) dissolved in anhydrous tetrahydrofuran (2.2 mL), and cooled to −78° C. Lithium triethylborohydride (0.33 mL of a 1 M solution in THF, 330 μmol, 3 eq) was added dropwise and the reaction was stirred under nitrogen for 2.5 hours, at which time LC revealed incomplete conversion to product. An additional 0.66 mL of reductant was added and the reaction was stirred for one more hour. The reaction was quenched through the add...